describe an organic reaction: reactants, conditions, products, and yield From a dataset of the Open Reaction Database (ORD), a public repository of structured organic reaction records. Reactants: C(CCC)(=O)C1=CNC2=C(C=CC=C2C1=O)COC(C1=CC=CC=C1)=O (3-butyryl-8-(benzoyloxymethyl)-4(1H)-quinolone), P(=O)(Cl)(Cl)Cl (phosphoryl chloride). The product is C(CCC)(=O)C=1C=NC2=C(C=CC=C2C1Cl)COC(C1=CC=CC=C1)=O (3-butyryl-4-chloro-8-(benzoyloxymethyl)quinoline). RXN SMILES: [C:1]([C:6]1[C:15](=O)[C:14]2[C:9](=[C:10]([CH2:17][O:18][C:19](=[O:26])[C:20]3[CH:25]=[CH:24][CH:23]=[CH:22][CH:21]=3)[CH:11]=[CH:12][CH:13]=2)[NH:8][CH:7]=1)(=[O:5])[CH2:2][CH2:3][CH3:4].P(Cl)(Cl)([Cl:29])=O>>[C:1]([C:6]1[CH:7]=[N:8][C:9]2[C:14]([C:15]=1[Cl:29])=[CH:13][CH:12]=[CH:11][C:10]=2[CH2:17][O:18][C:19](=[O:26])[C:20]1[CH:25]=[CH:24][CH:23]=[CH:22][CH:21]=1)(=[O:5])[CH2:2][CH2:3][CH3:4]. Reported procedure: A solution of 3-butyryl-8-(benzoyloxymethyl)-4(1H)-quinolone (17.93 g) in phosphoryl chloride (150 ml) was heated at reflux for 1.5 hours, then the excess phosphoryl chloride evaporated. The residue was poured onto ice, extracted with dichloromethane, dried and evaporated to give 3-butyryl-4-chloro-8-(benzoyloxymethyl)quinoline. The crude product was used without further purification. Starting materials: [Al+3], Brc1ccccc1, [Cl-], [Cl-], [Cl-], O=C(Cl)c1cccc([N+](=O)[O-])c1, CN(C)C=O. Yields the product O=C(c1ccc(Br)cc1)c1cccc([N+](=O)[O-])c1. Reaction SMILES: [Al+3:2].[Br:17][c:18]1[cH:19][cH:20][cH:21][cH:22][cH:23]1.[Cl-:1].[Cl-:3].[Cl-:4].[N+:5](=[O:6])([O-:7])[c:8]1[cH:9][c:10]([C:11](=[O:12])[Cl:13])[cH:14][cH:15][cH:16]1.[O:24]=[CH:25][N:26]([CH3:27])[CH3:28]>>[N+:5](=[O:6])([O-:7])[c:8]1[cH:9][c:10]([C:11](=[O:12])[c:21]2[cH:20][cH:19][c:18]([Br:17])[cH:23][cH:22]2)[cH:14][cH:15][cH:16]1. Starting materials: COC=1C=C(C=CC1)C(CCl)=CC1=CC(=CC=C1)OC (2,3-di(3-methoxyphenyl)allyl chloride), CNC (dimethylamine). The product is Cl.CN(C)CC(=CC1=CC(=CC=C1)OC)C1=CC(=CC=C1)OC (N,N-dimethyl-2,3-di(3-methoxyphenyl)allylamine hydrochloride). RXN SMILES: [CH3:1][O:2][C:3]1[CH:4]=[C:5]([C:9](=[CH:12][C:13]2[CH:18]=[CH:17][CH:16]=[C:15]([O:19][CH3:20])[CH:14]=2)[CH2:10][Cl:11])[CH:6]=[CH:7][CH:8]=1.[CH3:21][NH:22][CH3:23]>>[ClH:11].[CH3:21][N:22]([CH2:10][C:9]([C:5]1[CH:6]=[CH:7][CH:8]=[C:3]([O:2][CH3:1])[CH:4]=1)=[CH:12][C:13]1[CH:18]=[CH:17][CH:16]=[C:15]([O:19][CH3:20])[CH:14]=1)[CH3:23] |f:2.3|. Procedure: By substituting equivalent quantities of 2,3-di(3-methoxyphenyl)allyl chloride and dimethylamine in the procedure of Example 3, there is produced N,N-dimethyl-2,3-di(3-methoxyphenyl)allylamine hydrochloride. The reactants are CO, CC(=O)CCc1ccc2c(c1)Cc1cc([N+](=O)[O-])ccc1-2. Product: CC(=O)CCc1ccc2c(c1)Cc1cc(N)ccc1-2. Reaction SMILES: [CH3:22][OH:23].[N+:1]([O-:2])(=[O:3])[c:4]1[cH:5][cH:6][c:7]2[c:15]([cH:16]1)[CH2:14][c:13]1[c:8]-2[cH:9][cH:10][c:11]([CH2:17][CH2:18][C:19]([CH3:20])=[O:21])[cH:12]1>>[NH2:1][c:4]1[cH:5][cH:6][c:7]2[c:15]([cH:16]1)[CH2:14][c:13]1[c:8]-2[cH:9][cH:10][c:11]([CH2:17][CH2:18][C:19]([CH3:20])=[O:21])[cH:12]1. Reactants: FC(C(=O)O)(F)F.ClC1=C(C(=NC2=CC(=CC(=C12)F)F)N1CCNCC1)C (4-chloro-5,7-difluoro-3-methyl-2-(piperazin-1-yl)quinoline 2,2,2-trifluoroacetate), IC1=CC=CC=C1 (iodobenzene). Solvent: C1(=CC=CC=C1)C (toluene). Product: ClC1=C(C(=NC2=CC(=CC(=C12)F)F)N1CCN(CC1)C1=CC=CC=C1)C (4-chloro-5,7-difluoro-3-methyl-2-(4-phenylpiperazin-1-yl)-quinoline). As a reaction SMILES: FC(F)(F)C(O)=O.[Cl:8][C:9]1[C:18]2[C:13](=[CH:14][C:15]([F:20])=[CH:16][C:17]=2[F:19])[N:12]=[C:11]([N:21]2[CH2:26][CH2:25][NH:24][CH2:23][CH2:22]2)[C:10]=1[CH3:27].I[C:29]1[CH:34]=[CH:33][CH:32]=[CH:31][CH:30]=1>C1(C)C=CC=CC=1>[Cl:8][C:9]1[C:18]2[C:13](=[CH:14][C:15]([F:20])=[CH:16][C:17]=2[F:19])[N:12]=[C:11]([N:21]2[CH2:26][CH2:25][N:24]([C:29]3[CH:34]=[CH:33][CH:32]=[CH:31][CH:30]=3)[CH2:23][CH2:22]2)[C:10]=1[CH3:27] |f:0.1|. Procedure: Essentially prepared according to Procedure H using 4-chloro-5,7-difluoro-3-methyl-2-(piperazin-1-yl)quinoline 2,2,2-trifluoroacetate (75.0 mg, 0.18 mmol) and iodobenzene (1.0 eq of triethylamine added to account for TFA salt) in toluene to give 4-chloro-5,7-difluoro-3-methyl-2-(4-phenylpiperazin-1-yl)-quinoline. Mass Spectrum (ESI) m/e=374.2 (M+1). Starting materials: CCCO, OB(O)c1ccc(F)nc1, CCc1nc2c(N)nc3cc(Br)cnc3c2n1CC(C)(C)O, [Na+], [Na+], O=C([O-])[O-], CC(=O)[O-], CC(=O)[O-], O, [Pd+2], c1ccc(P(c2ccccc2)c2ccccc2)cc1. The product is CCc1nc2c(N)nc3cc(-c4ccc(F)nc4)cnc3c2n1CC(C)(C)O. RXN SMILES: [CH2:68]([OH:69])[CH2:70][CH3:71].[F:1][c:2]1[n:3][cH:4][c:5]([B:8]([OH:9])[OH:10])[cH:6][cH:7]1.[NH2:11][c:12]1[n:13][c:14]2[cH:15][c:16]([Br:32])[cH:17][n:18][c:19]2[c:20]2[c:21]1[n:22][c:23]([CH2:30][CH3:31])[n:24]2[CH2:25][C:26]([CH3:27])([OH:28])[CH3:29].[Na+:52].[Na+:53].[O-:54][C:55](=[O:56])[O-:57].[O-:59][C:60]([CH3:61])=[O:62].[O-:63][C:64]([CH3:65])=[O:66].[OH2:67].[Pd+2:58].[c:33]1([P:34]([c:35]2[cH:36][cH:37][cH:38][cH:39][cH:40]2)[c:41]2[cH:42][cH:43][cH:44][cH:45][cH:46]2)[cH:47][cH:48][cH:49][cH:50][cH:51]1>>[F:1][c:2]1[n:3][cH:4][c:5](-[c:16]2[cH:15][c:14]3[n:13][c:12]([NH2:11])[c:21]4[c:20]([c:19]3[n:18][cH:17]2)[n:24]([CH2:25][C:26]([CH3:27])([OH:28])[CH3:29])[c:23]([CH2:30][CH3:31])[n:22]4)[cH:6][cH:7]1. Starting materials: C(C1=CC=CC=C1)OC1=C(C=CC=C1)C(C)=O (2′-benzyloxyacetophenone), C(C)(C)(C)ON[C@@H](C(C1=CC=CC=C1)=C=O)C=O (N-tert-butoxy-carbonyl-phenylalaninal), C(#N)CC(=O)OC(C)(C)C (tert-butyl cyanoacetate), C(C)(=O)[O-].[NH4+] (ammonium acetate). Run in COCCOC (1,2-dimethoxyethane). Product: NC=1NC(=CC(C1C(=O)OC(C)(C)C)C(CC1=CC=CC=C1)NC(=O)OC(C)(C)C)C1=C(C=CC=C1)OCC1=CC=CC=C1 (tert-butyl 2-amino-6-[2-(benzyloxy)phenyl]4-{1-[(tert-butoxycarbonyl)amino]-2-phenylethyl}-1,4-dihydro-3-pyridinecarboxylate). The yield is 32.3%. Reaction SMILES: [CH2:1]([O:8][C:9]1[CH:14]=[CH:13][CH:12]=[CH:11][C:10]=1[C:15](=O)[CH3:16])[C:2]1[CH:7]=[CH:6][CH:5]=[CH:4][CH:3]=1.C(O[NH:23][C@H:24]([CH:34]=O)[C:25](=C=O)[C:26]1[CH:31]=[CH:30][CH:29]=[CH:28][CH:27]=1)(C)(C)C.[C:36]([CH2:38][C:39]([O:41][C:42]([CH3:45])([CH3:44])[CH3:43])=[O:40])#[N:37].[C:46]([O-:49])(=[O:48])C.[NH4+:50]>COCCOC>[NH2:37][C:36]1[NH:50][C:15]([C:10]2[CH:11]=[CH:12][CH:13]=[CH:14][C:9]=2[O:8][CH2:1][C:2]2[CH:7]=[CH:6][CH:5]=[CH:4][CH:3]=2)=[CH:16][CH:34]([CH:24]([NH:23][C:46]([O:49][C:2]([CH3:7])([CH3:3])[CH3:1])=[O:48])[CH2:25][C:26]2[CH:27]=[CH:28][CH:29]=[CH:30][CH:31]=2)[C:38]=1[C:39]([O:41][C:42]([CH3:45])([CH3:44])[CH3:43])=[O:40] |f:3.4|. Reported procedure: A mixture of the starting compound 1A (3.000 g, 13.258 mmol), N-tert-butoxy-carbonyl-phenylalaninal (3.305 g, 13.258 mmol), tert-butyl cyanoacetate (1.872 g, 13.258 mmol), ammonium acetate (3.066 g, 39.774 mmol) and 1,2-dimethoxyethane (5.0 mL) was heated at reflux for 6 hrs. After cooled to room temperature, the mixture was extracted with ethyl acetate and saturated NaHCO3 solution. The separated organic phase was washed with water and brine successively, dried over Na2SO4, filtered and concent... Starting materials: CS(=O)(=O)OC1=C2CC[C@H]3[C@@H]4CCC([C@@]4(C)CC[C@@H]3[C@]2(CCC1=O)C)=O (4-methanesulfonyloxyandrost-4-en-3,17-dione), [N-]=[N+]=[N-].[Na+] (sodium azide). Run in O (water), O (water), CN(C=O)C (dimethylformamide). Run at temperature 60 celsius. The product is N(=[N+]=[N-])C1=C2CC[C@H]3[C@@H]4CCC([C@@]4(C)CC[C@@H]3[C@]2(CCC1=O)C)=O (4-azidoandrost-4-en-3,17-dione). Isolated yield 60.4%. Reaction SMILES: CS(O[C:6]1[C:23](=[O:24])[CH2:22][CH2:21][C@@:20]2([CH3:25])[C:7]=1[CH2:8][CH2:9][C@@H:10]1[C@@H:19]2[CH2:18][CH2:17][C@@:15]2([CH3:16])[C@H:11]1[CH2:12][CH2:13][C:14]2=[O:26])(=O)=O.[N-:27]=[N+:28]=[N-:29].[Na+]>CN(C)C=O.O>[N:27]([C:6]1[C:23](=[O:24])[CH2:22][CH2:21][C@@:20]2([CH3:25])[C:7]=1[CH2:8][CH2:9][C@@H:10]1[C@@H:19]2[CH2:18][CH2:17][C@@:15]2([CH3:16])[C@H:11]1[CH2:12][CH2:13][C:14]2=[O:26])=[N+:28]=[N-:29] |f:1.2|. Procedure details: To a stirred solution of 1.0 g of 4-methanesulfonyloxyandrost-4-en-3,17-dione in 5 ml of dimethylformamide are added 220 mg of powdered sodium azide dissolved in 3 ml of water. The resulting mixture is heated at 60° C. for 1 hour, cooled, poured into 250 ml of cold water and extracted with ethyl acetate (4×50 ml). The combined extracts are washed with saturated NaCl aqueous solution, dried over Na2SO4 and evaporated in vacuo to yield a residue which is purified by flash column chromatography on ... Starting materials: Cl (HCl), NaH2PO4, aqueous solution, C(C)(=O)OCC(=O)N(C=1C(=C(CCC(=O)[O-])C(=C(C1I)NC(COC(C)=O)=O)I)I)CC1OC(OC1)(C)C (N,N′-Bis(acetoxyacetyl)-N-[(2,2-dimethyl-1,3-dioxolane-4-yl)-methyl]-3,5-diamino-2,4,6-triiodobenzylacetate), CO (methanol), [OH-].[Na+] (NaOH). The solvent is O (water). Conditions: time 2 hour. Yields the product OCC(=O)N(C=1C(=C(CO)C(=C(C1I)NC(CO)=O)I)I)CC(CO)O (N,N′-Bis(hydroxyacetyl)-N-(2,3-dihydroxypropyl)-3,5-diamino-2,4,6-triiodobenzylalcohol). The yield is 81.0%. As a reaction SMILES: C([O:4][CH2:5][C:6]([N:8]([CH2:31][CH:32]1[CH2:36][O:35]C(C)(C)[O:33]1)[C:9]1[C:10]([I:30])=[C:11]([C:17]([I:29])=[C:18]([NH:21][C:22](=[O:28])[CH2:23][O:24]C(=O)C)[C:19]=1[I:20])CCC([O-])=O)=[O:7])(=O)C.[OH-:39].[Na+].Cl.[CH3:42]O>O>[OH:4][CH2:5][C:6]([N:8]([CH2:31][CH:32]([OH:33])[CH2:36][OH:35])[C:9]1[C:10]([I:30])=[C:11]([C:17]([I:29])=[C:18]([NH:21][C:22](=[O:28])[CH2:23][OH:24])[C:19]=1[I:20])[CH2:42][OH:39])=[O:7] |f:1.2|. Procedure: N,N′-Bis(acetoxyacetyl)-N-[(2,2-dimethyl-1,3-dioxolane-4-yl)-methyl]-3,5-diamino-2,4,6-triiodobenzylacetate (36 mg, 0.042 mmol) was dissolved in a mixture of methanol (3 ml) and water (4 ml) and the pH was adjusted to 12 using a 1 M aqueous solution of NaOH. After stirring for 2 h, pH was adjusted to 1 using 1 M aqueous HCl and stirring was continued for 16 h. The solution was neutralized with an aqueous NaH2PO4 buffer, the solvents were removed by evaporation and the residue was purified by pre...